This data is from the Open Reaction Database (ORD), a public repository of structured organic reaction records. The task is: describe an organic reaction: reactants, conditions, products, and yield Reactants: [Si](C)(C)(C(C)(C)C)O[C@H]1C[C@H]([C@H](CC1)NC(OCC1=CC=CC=C1)=O)C(=C)C (Benzyl (1S,2S,4R)-4-(tert-butyldimethylsilyloxy)-2-(prop-1-en-2-yl)cyclohexylcarbamate). The reagents and catalysts are [Pd] (Pd/C). Solvent: CO (MeOH). Run at time 4 hour. The product is [Si](C)(C)(C(C)(C)C)O[C@H]1C[C@H]([C@H](CC1)N)C(C)C ((1S,2S,4R)-4-(tert-butyldimethylsilyloxy)-2-isopropylcyclohexanamine). The yield is 89.8%. RXN SMILES: [Si:1]([O:8][C@@H:9]1[CH2:14][CH2:13][C@H:12]([NH:15]C(=O)OCC2C=CC=CC=2)[C@H:11]([C:26]([CH3:28])=[CH2:27])[CH2:10]1)([C:4]([CH3:7])([CH3:6])[CH3:5])([CH3:3])[CH3:2]>CO.[Pd]>[Si:1]([O:8][C@@H:9]1[CH2:14][CH2:13][C@H:12]([NH2:15])[C@H:11]([CH:26]([CH3:28])[CH3:27])[CH2:10]1)([C:4]([CH3:7])([CH3:6])[CH3:5])([CH3:2])[CH3:3]. Procedure: Benzyl (1S,2S,4R)-4-(tert-butyldimethylsilyloxy)-2-(prop-1-en-2-yl)cyclohexylcarbamate (4.8 g) in MeOH (40 mL) was charged with 10% Pd/C, Degussa (600 mg). The reaction flask was evacuated and then back-filled with hydrogen; this was repeated three more times. The reaction was stirred under 1 atm of H2 for 4 h and then filtered and concentrated to provide (1S,2S,4R)-4-(tert-butyldimethylsilyloxy)-2-isopropylcyclohexanamine (2.9 g). MS (ES+)=272.3 (M+H)+. The reactants are C1CO1, [Cl-], N, [NH4+], [Na], O=[N+]([O-])[O-], NCCCc1ccncc1. The product is NCCC(CCO)c1ccncc1. RXN SMILES: [CH2:17]1[CH2:18][O:19]1.[Cl-:20].[NH3:1].[NH4+:21].[Na:6].[O-:2][N+:3](=[O:4])[O-:5].[n:7]1[cH:8][cH:9][c:10]([CH2:13][CH2:14][CH2:15][NH2:16])[cH:11][cH:12]1>>[n:7]1[cH:8][cH:9][c:10]([CH:13]([CH2:14][CH2:15][NH2:16])[CH2:17][CH2:18][OH:19])[cH:11][cH:12]1. The reactants are O=C(O)c1ccncc1F, Nc1cc(C(F)(F)F)c(Cl)cc1O, O, c1ccncc1. Yields the product O=C(Nc1cc(C(F)(F)F)c(Cl)cc1O)c1ccncc1F. RXN SMILES: [F:14][c:15]1[c:16]([C:17](=[O:18])[OH:19])[cH:20][cH:21][n:22][cH:23]1.[NH2:1][c:2]1[c:3]([OH:13])[cH:4][c:5]([Cl:12])[c:6]([C:8]([F:9])([F:10])[F:11])[cH:7]1.[OH2:30].[cH:24]1[cH:25][cH:26][n:27][cH:28][cH:29]1>>[NH:1]([c:2]1[c:3]([OH:13])[cH:4][c:5]([Cl:12])[c:6]([C:8]([F:9])([F:10])[F:11])[cH:7]1)[C:17]([c:16]1[c:15]([F:14])[cH:23][n:22][cH:21][cH:20]1)=[O:18]. Starting materials: CCN=C=NCCCN(C)C, ClCCl, CCCCC(Cc1ccc(F)c(C)c1)C(=O)O, NOC1CCCCO1, O, On1nnc2ccccc21. Yields the product CCCCC(Cc1ccc(F)c(C)c1)C(=O)NOC1CCCCO1. Reaction SMILES: [CH3:36][CH2:37][N:38]=[C:39]=[N:40][CH2:41][CH2:42][CH2:43][N:44]([CH3:45])[CH3:46].[Cl:47][CH2:48][Cl:49].[F:1][c:2]1[c:3]([CH3:17])[cH:4][c:5]([CH2:6][CH:7]([C:8](=[O:9])[OH:10])[CH2:11][CH2:12][CH2:13][CH3:14])[cH:15][cH:16]1.[O:18]1[CH:19]([O:24][NH2:25])[CH2:20][CH2:21][CH2:22][CH2:23]1.[OH2:50].[OH:26][n:27]1[c:28]2[c:29]([cH:30][cH:31][cH:32][cH:33]2)[n:34][n:35]1>>[F:1][c:2]1[c:3]([CH3:17])[cH:4][c:5]([CH2:6][CH:7]([C:8](=[O:10])[NH:25][O:24][CH:19]2[O:18][CH2:23][CH2:22][CH2:21][CH2:20]2)[CH2:11][CH2:12][CH2:13][CH3:14])[cH:15][cH:16]1. The reactants are C(C)(C)(C)OC([C@@H](NC(C1=CC=C(C=C1)NC(CCSCC(COC(NCCCCCCCCCCCCCCCCCC)=O)OC(NCCCCCCCCCCCCCCCCCC)=O)=O)=O)CCC(=O)OC(C)(C)C)=O (4-[6,7-bis(octadecylcarbamoyloxy)-4-thiaheptanoylamino]benzoyl-glutamic acid di-t-butyl ester), Example 31, ClCCl (dichloromethane). The solvent is FC(C(=O)O)(F)F (trifiuoroacetic acid). Reaction conditions: time 1 hour. The product is C(CCCCCCCCCCCCCCCCC)NC(=O)OC(CSCCC(=O)NC1=CC=C(C(=O)N[C@@H](CCC(=O)O)C(=O)O)C=C1)COC(NCCCCCCCCCCCCCCCCCC)=O (4-[6,7-bis(octadecylcarbamoyloxy)-4thiaheptanoylamino]benzoylglutamic acid). The yield is 100.0%. Reaction SMILES: C([O:5][C:6](=[O:79])[C@H:7]([CH2:70][CH2:71][C:72]([O:74]C(C)(C)C)=[O:73])[NH:8][C:9](=[O:69])[C:10]1[CH:15]=[CH:14][C:13]([NH:16][C:17](=[O:68])[CH2:18][CH2:19][S:20][CH2:21][CH:22]([O:46][C:47](=[O:67])[NH:48][CH2:49][CH2:50][CH2:51][CH2:52][CH2:53][CH2:54][CH2:55][CH2:56][CH2:57][CH2:58][CH2:59][CH2:60][CH2:61][CH2:62][CH2:63][CH2:64][CH2:65][CH3:66])[CH2:23][O:24][C:25](=[O:45])[NH:26][CH2:27][CH2:28][CH2:29][CH2:30][CH2:31][CH2:32][CH2:33][CH2:34][CH2:35][CH2:36][CH2:37][CH2:38][CH2:39][CH2:40][CH2:41][CH2:42][CH2:43][CH3:44])=[CH:12][CH:11]=1)(C)(C)C.ClCCl>FC(F)(F)C(O)=O>[CH2:49]([NH:48][C:47]([O:46][CH:22]([CH2:23][O:24][C:25](=[O:45])[NH:26][CH2:27][CH2:28][CH2:29][CH2:30][CH2:31][CH2:32][CH2:33][CH2:34][CH2:35][CH2:36][CH2:37][CH2:38][CH2:39][CH2:40][CH2:41][CH2:42][CH2:43][CH3:44])[CH2:21][S:20][CH2:19][CH2:18][C:17]([NH:16][C:13]1[CH:12]=[CH:11][C:10]([C:9]([NH:8][C@H:7]([C:6]([OH:79])=[O:5])[CH2:70][CH2:71][C:72]([OH:74])=[O:73])=[O:69])=[CH:15][CH:14]=1)=[O:68])=[O:67])[CH2:50][CH2:51][CH2:52][CH2:53][CH2:54][CH2:55][CH2:56][CH2:57][CH2:58][CH2:59][CH2:60][CH2:61][CH2:62][CH2:63][CH2:64][CH2:65][CH3:66]. Reported procedure: A solution of 4-[6,7-bis(octadecylcarbamoyloxy)-4-thiaheptanoylamino]benzoyl-glutamic acid di-t-butyl ester as obtained in Example 31 (100 mg) in trifiuoroacetic acid (2 ml)-dichloromethane (0.5 ml) was stirred at room temperature for 1 hour. After solvent concentration under reduced pressure, the resulting residue was crystallized from chloroform-methanolwater to yield the title compound (99 mg, yield 100%) as a colorless powder. The reactants are CC(C)CC(CO)C(=O)O, O=P(O)(O)O. Yields the product C=C(CC(C)C)C(=O)O. RXN SMILES: [CH3:1][CH:2]([CH2:3][CH:4]([C:5](=[O:6])[OH:7])[CH2:8][OH:9])[CH3:10].[P:11](=[O:12])([OH:13])([OH:14])[OH:15]>>[CH3:1][CH:2]([CH2:3][C:4]([C:5](=[O:6])[OH:7])=[CH2:8])[CH3:10]. Reactants: NC1=CC(=C2C=CC=NC2=C1)Cl (7-amino-5-chloroquinoline), FC1=CC=C(C=C1)C1=NC(=C(C(=O)O)C=C1)C (6-(4-fluorophenyl)-2-methyl-nicotinic acid), Cl.CN(CCCN=C=NCC)C (1-(3-dimethylaminopropyl)-3-ethyl-carbodiimide hydrochloride). Reagents/catalysts: CN(C1=CC=NC=C1)C (4-dimethylaminopyridine). Solvent: C(Cl)Cl (DCM). Product: ClC1=C2C=CC=NC2=CC(=C1)NC(C1=C(N=C(C=C1)C1=CC=C(C=C1)F)CC)=O (N-(5-Chloroquinolin-7-yl)-6-(4-Fluorophenyl)-2-ethyl -nicotinamide). RXN SMILES: [NH2:1][C:2]1[CH:11]=[C:10]2[C:5]([CH:6]=[CH:7][CH:8]=[N:9]2)=[C:4]([Cl:12])[CH:3]=1.[F:13][C:14]1[CH:19]=[CH:18][C:17]([C:20]2[CH:28]=[CH:27][C:23]([C:24]([OH:26])=O)=[C:22]([CH3:29])[N:21]=2)=[CH:16][CH:15]=1.Cl.[CH3:31]N(C)CCCN=C=NCC>C(Cl)Cl.CN(C)C1C=CN=CC=1>[Cl:12][C:4]1[CH:3]=[C:2]([NH:1][C:24](=[O:26])[C:23]2[CH:27]=[CH:28][C:20]([C:17]3[CH:16]=[CH:15][C:14]([F:13])=[CH:19][CH:18]=3)=[N:21][C:22]=2[CH2:29][CH3:31])[CH:11]=[C:10]2[C:5]=1[CH:6]=[CH:7][CH:8]=[N:9]2 |f:2.3|. Reported procedure: To a solution of 7-amino-5-chloroquinoline (D83) (50 mg, 0.28 mmol) in DCM (3 ml) was added 6-(4-fluorophenyl)-2-methyl-nicotinic acid (D24) (30 mg, 0.13 mmol), 1-(3-dimethylaminopropyl)-3-ethyl-carbodiimide hydrochloride (59 mg, 0.31 mmol) and 4-dimethylaminopyridine (17 mg, 0.14 mmol) and the reaction stirred at room temperature then at reflux until complete by tlc. The mixture was washed with sat. aq. sodium bicarbonate solution then dried over MgSO4 and concentrated to give the crude product... The reactants are N(C1=CC=CC=C1)C=1C=CC=C2C=C(C=NC12)Br (8-amiino-3-bromoquinoline), COC(=O)C=1C=C(C(=O)O)C=CC1 (3-methoxycarbonylbenzoic acid), Cl.C(C)N=C=NCCCN(C)C (l-ethyl-3-(3-dimethylaminopropyl)carbodiimide hydrochloride), ON1N=NC2=C1C=CC=C2 (1-hydroxybenzotriazole). The solvent is CN(C=O)C (dimethylformamide), O (water). Run at time 8 hour. The product is BrC=1C=NC2=C(C=CC=C2C1)NC(C1=CC(=CC=C1)C(=O)OC)=O (3-bromo-8-[3-(methoxycarbonyl)benzoylamino]quinoline). Yield: 91.8%. Reaction SMILES: [NH:1]([C:8]1[CH:9]=[CH:10][CH:11]=[C:12]2[C:17]=1[N:16]=[CH:15][C:14]([Br:18])=[CH:13]2)C1C=CC=CC=1.[CH3:19][O:20][C:21]([C:23]1[CH:24]=[C:25]([CH:29]=[CH:30][CH:31]=1)[C:26]([OH:28])=O)=[O:22].Cl.C(N=C=NCCCN(C)C)C.ON1C2C=CC=CC=2N=N1>CN(C)C=O.O>[Br:18][C:14]1[CH:15]=[N:16][C:17]2[C:12]([CH:13]=1)=[CH:11][CH:10]=[CH:9][C:8]=2[NH:1][C:26](=[O:28])[C:25]1[CH:29]=[CH:30][CH:31]=[C:23]([C:21]([O:20][CH3:19])=[O:22])[CH:24]=1 |f:2.3|. Reported procedure: A mixture of 8-amiino-3-bromoquinoline (330 mg), 3-methoxycarbonylbenzoic acid (267 mg), l-ethyl-3-(3-dimethylaminopropyl)carbodiimide hydrochloride (369 mg) and 1-hydroxybenzotriazole (300 mg) in dimethylformamide (5 ml) was stirred at ambient temperature overnight. To the mixture was added water, and the resulting precipitates were collected by filtration, washed with hot methanol and dried to give 3-bromo-8-[3-(methoxycarbonyl)benzoylamino]quinoline (390 mg) as pale yellow solid. The reactants are [Br-].[Al+3].[Br-].[Br-] (aluminium bromide), C1(=CC=CC2=CC=CC=C12)O (α-naphthol), ClC1=C(C=CC=C1)Cl (orthodichlorobenzene), O (water). Reaction conditions: temperature 65 celsius. Yields the product ClC=1C=C(C=CC1Cl)C1CCC(C2=CC=CC=C12)=O (4-(3',4'-dichlorophenyl)-3,4-dihydro-1-(2H)-naphthalenone). Yield: 79.6%. As a reaction SMILES: [Br-].[Al+3].[Br-].[Br-].[C:5]1([OH:15])[C:14]2[C:9](=[CH:10][CH:11]=[CH:12][CH:13]=2)[CH:8]=[CH:7][CH:6]=1.O.[Cl:17][C:18]1[CH:23]=[CH:22][CH:21]=[CH:20][C:19]=1[Cl:24]>>[Cl:17][C:18]1[CH:23]=[C:22]([CH:8]2[C:9]3[C:14](=[CH:13][CH:12]=[CH:11][CH:10]=3)[C:5](=[O:15])[CH2:6][CH2:7]2)[CH:21]=[CH:20][C:19]=1[Cl:24] |f:0.1.2.3|. Procedure: In a solution of 100 g (0.374 mole) of anhydrous aluminium bromide in 130 ml of orthodichlorobenzene, 28 g (0.194 mole) of α-naphthol are added. The green solution obtained is heated for 1 hour at 65° C. then hydrolysed with 400 ml of water at 40° C. After decantation, the organic phase is separated which is concentrated under a vacuum. After crystallization of the residue in 140 ml of methanol at 0° C. for 2 hours, 45 g of the expected compound are obtained after filtration and drying. The reactants are CC(O)C1(c2ccc(F)cc2F)CO1, c1cn[nH]c1. Product: CC(n1cccn1)C1(c2ccc(F)cc2F)CO1. Reaction SMILES: [F:1][c:2]1[c:3]([C:9]2([CH:12]([CH3:13])[OH:14])[O:10][CH2:11]2)[cH:4][cH:5][c:6]([F:8])[cH:7]1.[nH:15]1[n:16][cH:17][cH:18][cH:19]1>>[F:1][c:2]1[c:3]([C:9]2([CH:12]([CH3:13])[n:15]3[n:16][cH:17][cH:18][cH:19]3)[O:10][CH2:11]2)[cH:4][cH:5][c:6]([F:8])[cH:7]1.